From a dataset of the Open Reaction Database (ORD), a public repository of structured organic reaction records. describe an organic reaction: reactants, conditions, products, and yield The reactants are OC=1C=C(C=O)C=CC1 (3-hydroxybenzaldehyde), ClC1=CC=C(C=C1)S(=O)(=O)N (4-chlorobenzenesulfonamide), CC=1C=CC(=CC1)S(=O)(=O)O (TsOH). Solvent: C1(=CC=CC=C1)C (toluene). Yields the product OC=1C=C(C=NS(=O)(=O)C2=CC=C(C=C2)Cl)C=CC1 (N-(3-Hydroxybenzylidene)-4-chlorobenzenesulfonamide). Reaction SMILES: [OH:1][C:2]1[CH:3]=[C:4]([CH:7]=[CH:8][CH:9]=1)[CH:5]=O.[Cl:10][C:11]1[CH:16]=[CH:15][C:14]([S:17]([NH2:20])(=[O:19])=[O:18])=[CH:13][CH:12]=1.CC1C=CC(S(O)(=O)=O)=CC=1>C1(C)C=CC=CC=1>[OH:1][C:2]1[CH:3]=[C:4]([CH:7]=[CH:8][CH:9]=1)[CH:5]=[N:20][S:17]([C:14]1[CH:13]=[CH:12][C:11]([Cl:10])=[CH:16][CH:15]=1)(=[O:19])=[O:18]. Procedure details: In a similar manner to Example 2, 1.24 g (10 mmol) of 3-hydroxybenzaldehyde, 1.94 g (10 mmol) of 4-chlorobenzenesulfonamide and 20 mg of TsOH in 150 mL of toluene were heated for 12 hours to give 0.29 g (10%) of SULF-9 as a brown powder: IR (Nujol) 3400, 1658, 1556, 1458, 1155, 1025 cm-1 ; 1H NMR (DMSO-d6, TMS ext std) δ8.85 (s,1), 8.73 (s, 1), 7.7-7.2 (m, 8). The reactants are Cl.ClCCN1CCOCC1 (4-(2-Chloro-ethyl)-morpholine hydrochloride), C([O-])([O-])=O.[Cs+].[Cs+] (Cesium Carbonate), CC=1OC2=C(C1)C=CC(=C2)OC2=CC=NC1=CC(=CC=C21)O (4-(2-Methyl-benzofuran-6-yloxy)-quinolin-7-ol). Run in CC#N (CH3CN), CC#N (CH3CN), [Cl-].[Na+].O (brine). Run at time 1 hour. The product is CC=1OC2=C(C1)C=CC(=C2)OC2=CC=NC1=CC(=CC=C21)OCCN2CCOCC2 (4-(2-Methyl-benzofuran-6-yloxy)-7-(2-morpholin-4-yl-ethoxy)-quinoline). Isolated yield 66.3%. As a reaction SMILES: Cl.Cl[CH2:3][CH2:4][N:5]1[CH2:10][CH2:9][O:8][CH2:7][CH2:6]1.C(=O)([O-])[O-].[Cs+].[Cs+].[CH3:17][C:18]1[O:19][C:20]2[CH:26]=[C:25]([O:27][C:28]3[C:37]4[C:32](=[CH:33][C:34]([OH:38])=[CH:35][CH:36]=4)[N:31]=[CH:30][CH:29]=3)[CH:24]=[CH:23][C:21]=2[CH:22]=1>CC#N.[Cl-].[Na+].O>[CH3:17][C:18]1[O:19][C:20]2[CH:26]=[C:25]([O:27][C:28]3[C:37]4[C:32](=[CH:33][C:34]([O:38][CH2:3][CH2:4][N:5]5[CH2:10][CH2:9][O:8][CH2:7][CH2:6]5)=[CH:35][CH:36]=4)[N:31]=[CH:30][CH:29]=3)[CH:24]=[CH:23][C:21]=2[CH:22]=1 |f:0.1,2.3.4,7.8.9|. Reported procedure: A suspension of 4-(2-Chloro-ethyl)-morpholine hydrochloride (153 mg, 0.82 mmol) and Cesium Carbonate (537 mg, 1.65 mmol) in CH3CN (2 ml) was stirred at room temperature for 1 hr. The 4-(2-Methyl-benzofuran-6-yloxy)-quinolin-7-ol 126-D (120 mg, 0.41 mmol) in CH3CN (2 ml) was added and the reaction was heated to reflux for 2 hr. The bright yellow reaction was cooled, poured into brine, and extracted with EtOAc (2 times). The combined organic layers were washed with brine, dried (MgSO4), and concen...